Dataset: the Open Reaction Database (ORD), a public repository of structured organic reaction records. Task: describe an organic reaction: reactants, conditions, products, and yield RXN SMILES: [CH2:1]([CH3:2])[C:3]([CH2:4][OH:5])([CH2:6][OH:7])[CH2:8][CH3:9].[CH3:14][N:15]([CH3:16])[c:17]1[cH:18][cH:19][n:20][cH:21][cH:22]1.[CH3:23][c:24]1[cH:25][cH:26][cH:27][cH:28][cH:29]1.[Cl:10][C:11]([Cl:12])=[S:13]>>[CH2:1]([CH3:2])[C:3]1([CH2:8][CH3:9])[CH2:4][O:5][C:11](=[S:13])[O:7][CH2:6]1. Yields the product CCC1(CC)COC(=S)OC1. Reactants: CCC(CC)(CO)CO, CN(C)c1ccncc1, Cc1ccccc1, S=C(Cl)Cl. The reactants are C([O-])(O)=O.[Na+] (sodium bicarbonate), N(=[N+]=[N-])[C@@H]1[C@@H](NC1=O)CC=O (cis-3-azido-4-oxo-2-azetidineacetaldehyde), C1(=CC=C(C=C1)S(=O)(=O)O)C (p-toluenesulfonic acid), C1=CC=C(C=C1)CS (benzylthiol), C1=CC=CC=C1 (benzene). Solvent: C(C)(=O)OCC (ethyl acetate), CN(C=O)C (dimethylformamide). Product: N(=[N+]=[N-])[C@@H]1[C@@H](NC1=O)CC(SCC1=CC=CC=C1)SCC1=CC=CC=C1 (Cis-3-azido-2-[2,2-di(benzylthio)ethyl]-4-oxoazetidine). The yield is 13.0%. Reaction SMILES: [N:1]([C@H:4]1[C:7](=[O:8])[NH:6][C@H:5]1[CH2:9][CH:10]=O)=[N+:2]=[N-:3].C1(C)C=C[C:15]([S:18](O)(=O)=O)=CC=1.[CH:23]1[CH:28]=[CH:27][C:26]([CH2:29][SH:30])=[CH:25][CH:24]=1.C(=O)(O)[O-].[Na+].[CH:36]1[CH:41]=[CH:40][CH:39]=[CH:38][CH:37]=1>CN(C)C=O.C(OCC)(=O)C>[N:1]([C@H:4]1[C:7](=[O:8])[NH:6][C@H:5]1[CH2:9][CH:10]([S:18][CH2:15][C:36]1[CH:41]=[CH:40][CH:39]=[CH:38][CH:37]=1)[S:30][CH2:29][C:26]1[CH:27]=[CH:28][CH:23]=[CH:24][CH:25]=1)=[N+:2]=[N-:3] |f:3.4|. Reported procedure: A solution containing 230 mg (1.45 mmole) of cis-3-azido-4-oxo-2-azetidineacetaldehyde, 20 mg of p-toluenesulfonic acid and 0.5 ml of benzylthiol in 25 ml of benzene and 5 ml of dimethylformamide was heated under reflux for 1 hour. After cooling, the mixture was shaken with ethyl acetate and 5% sodium bicarbonate, the organic phase washed with brine, dried and evaporated to dryness. Chromatography over silica gel with chloroform afforded 83 mg (13%) of the title compound. Starting materials: BrC1CC(C(CC1Br)O)O (4,5-dibromo-1,2-cyclohexanediol), COC(C)(C)OC (2,2-dimethoxypropane), C1(=CC=C(C=C1)S(=O)(=O)O)C (p-toluenesulfonic acid). Conditions: time 3 hour. Yields the product BrC1CC2C(OC(O2)(C)C)CC1Br (5,6-dibromo-2,2-dimethylhexahydro-1,3-benzodioxol). RXN SMILES: [Br:1][CH:2]1[CH:7]([Br:8])[CH2:6][CH:5]([OH:9])[CH:4]([OH:10])[CH2:3]1.CO[C:13](OC)([CH3:15])[CH3:14].C1(C)C=CC(S(O)(=O)=O)=CC=1>>[Br:1][CH:2]1[CH:7]([Br:8])[CH2:6][CH:5]2[O:9][C:13]([CH3:15])([CH3:14])[O:10][CH:4]2[CH2:3]1. Procedure: The compound obtained in Step (10) (20.6 g, 75.62 mmol) was placed in a reaction vessel, and air in the vessel was replaced with nitrogen. 2,2-dimethoxypropane (12.92 ml) and p-toluenesulfonic acid (0.9 g) were added to the vessel, and the mixture was stirred for 3 hours. After the completion of the reaction had been confirmed, the mixture was filtrated through activated alumina, and the filtrate was concentrated under reduced pressure, whereby 5,6-dibromo-2,2-dimethylhexahydro-1,3-benzodioxol w... Starting materials: 39.2, [N+](=O)([O-])C1=C(C=CC=C1)NCCCO (3-(2-nitrophenyl)amino-1-propanol), S(=O)(Cl)Cl (sulfinyl chloride). The solvent is ClC(Cl)Cl (trichloromethane). Reaction conditions: time 6 hour. The product is 43, ClCCCNC1=C(C=CC=C1)[N+](=O)[O-] (N-(3-chloropropyl)-2-nitrobenzenamine). Yield: 100.0%. RXN SMILES: [N+:1]([C:4]1[CH:9]=[CH:8][CH:7]=[CH:6][C:5]=1[NH:10][CH2:11][CH2:12][CH2:13]O)([O-:3])=[O:2].S(Cl)([Cl:17])=O>ClC(Cl)Cl>[Cl:17][CH2:13][CH2:12][CH2:11][NH:10][C:5]1[CH:6]=[CH:7][CH:8]=[CH:9][C:4]=1[N+:1]([O-:3])=[O:2]. Procedure: To a stirred mixture of 39.2 parts of 3-(2-nitrophenyl)amino-1-propanol and 225 parts of trichloromethane are added dropwise 35.7 parts of sulfinyl chloride (exothermic reaction: temperature rises to 45° C). Upon completion, stirring is continued for 6 hours at reflux temperature. The reaction mixture is evaporated, yielding 43 parts (100%) of N-(3-chloropropyl)-2-nitrobenzenamine as a residue. The product is CN(CC1OC(n2cnc3c(N)ncnc32)C2OC(C)(C)OC12)C1CC(CCC(=O)O)C1. Reaction SMILES: [CH3:37][OH:38].[NH2:1][c:2]1[c:3]2[n:4][cH:5][n:6]([CH:11]3[O:12][CH:13]([CH2:21][N:22]([CH:23]4[CH2:24][CH:25]([CH2:27][CH2:28][C:29](=[O:30])[O:31][CH2:32][CH3:33])[CH2:26]4)[CH3:34])[CH:14]4[CH:15]3[O:16][C:17]([CH3:19])([CH3:20])[O:18]4)[c:7]2[n:8][cH:9][n:10]1.[Na+:36].[OH-:35]>>[NH2:1][c:2]1[c:3]2[n:4][cH:5][n:6]([CH:11]3[O:12][CH:13]([CH2:21][N:22]([CH:23]4[CH2:24][CH:25]([CH2:27][CH2:28][C:29](=[O:30])[OH:31])[CH2:26]4)[CH3:34])[CH:14]4[CH:15]3[O:16][C:17]([CH3:19])([CH3:20])[O:18]4)[c:7]2[n:8][cH:9][n:10]1. Reactants: CO, CCOC(=O)CCC1CC(N(C)CC2OC(n3cnc4c(N)ncnc43)C3OC(C)(C)OC23)C1, [Na+], [OH-]. The reactants are COc1ccc(S(=O)(=O)N(CCC(=O)N2CCC(NCC(=O)OC(C)(C)C)CC2)C(C(=O)OCc2ccccc2)C2CCCCC2)cc1, CCO, [H][H]. The product is COc1ccc(S(=O)(=O)N(CCC(=O)N2CCC(NCC(=O)OC(C)(C)C)CC2)C(C(=O)O)C2CCCCC2)cc1. RXN SMILES: [CH2:1]([c:2]1[cH:3][cH:4][cH:5][cH:6][cH:7]1)[O:8][C:9]([CH:10]([CH:11]1[CH2:12][CH2:13][CH2:14][CH2:15][CH2:16]1)[N:17]([S:18](=[O:19])(=[O:20])[c:21]1[cH:22][cH:23][c:24]([O:27][CH3:28])[cH:25][cH:26]1)[CH2:29][CH2:30][C:31](=[O:32])[N:33]1[CH2:34][CH2:35][CH:36]([NH:39][CH2:40][C:41](=[O:42])[O:43][C:44]([CH3:45])([CH3:46])[CH3:47])[CH2:37][CH2:38]1)=[O:48].[CH3:51][CH2:52][OH:53].[H:49][H:50]>>[O:8]=[C:9]([CH:10]([CH:11]1[CH2:12][CH2:13][CH2:14][CH2:15][CH2:16]1)[N:17]([S:18](=[O:19])(=[O:20])[c:21]1[cH:22][cH:23][c:24]([O:27][CH3:28])[cH:25][cH:26]1)[CH2:29][CH2:30][C:31](=[O:32])[N:33]1[CH2:34][CH2:35][CH:36]([NH:39][CH2:40][C:41](=[O:42])[O:43][C:44]([CH3:45])([CH3:46])[CH3:47])[CH2:37][CH2:38]1)[OH:48].